From a dataset of the Open Reaction Database (ORD), a public repository of structured organic reaction records. describe an organic reaction: reactants, conditions, products, and yield Reactants: C1(=CC=CC=C1)C (toluene), CC1=C(O)C=C(C(=C1C)O)C (2,3,5-trimethylhydroquinone), C(C)(=O)OC(CCCCC(=O)OCC)C=1SC=CC1 (ethyl 6-acetoxy-6-(2-thienyl)hexanoate), aqueous solution, ferric chloride. Reagents/catalysts: CC1(C2CCC1(C(=O)C2)CS(=O)(=O)O)C (D-Camphor-10-sulfonic acid). Solvent: C(C)O (ethanol). Run at temperature 60 celsius. Product: CC1=C(C(C(=C(C1=O)C)C)=O)C(CCCCC(=O)OCC)C=1SC=CC1 (ethyl 6-(3,5,6-trimethyl-1,4-benzoquinon-2-yl)-6-(2-thienyl)hexanoate). Isolated yield 74.8%. RXN SMILES: C1(C)C=CC=CC=1.[CH3:8][C:9]1[C:15]([CH3:16])=[C:14]([OH:17])[C:13]([CH3:18])=[CH:12][C:10]=1[OH:11].C(O[CH:23]([C:33]1[S:34][CH:35]=[CH:36][CH:37]=1)[CH2:24][CH2:25][CH2:26][CH2:27][C:28]([O:30][CH2:31][CH3:32])=[O:29])(=O)C>CC1(C)C2(CS(O)(=O)=O)C(CC1CC2)=O.C(O)C>[CH3:18][C:13]1[C:14](=[O:17])[C:15]([CH3:16])=[C:9]([CH3:8])[C:10](=[O:11])[C:12]=1[CH:23]([C:33]1[S:34][CH:35]=[CH:36][CH:37]=1)[CH2:24][CH2:25][CH2:26][CH2:27][C:28]([O:30][CH2:31][CH3:32])=[O:29]. Reported procedure: D-Camphor-10-sulfonic acid (0.1 g) was added to a toluene solution (50 ml) of 2,3,5-trimethylhydroquinone (3.1 g, 0.02 mole) and ethyl 6-acetoxy-6-(2-thienyl)hexanoate (5.6 g, 0.02 mole), and the mixture was heated at 60° C. for 6.5 hours, with stirring. After cooling, ethanol (100 ml) and a 10% aqueous solution (20 ml) of ferric chloride were added to the reaction solution, followed by stirring for 10 minutes. The reaction product was extracted with isopropyl ether, and the organic layer was wa... Starting materials: CC(=O)Nc1cc(C(=O)OC(C)(C)C)ccc1C(N)=O, O=C(O)C(F)(F)F. Product: CC(=O)Nc1cc(C(=O)O)ccc1C(N)=O. As a reaction SMILES: [C:1]([CH3:2])(=[O:3])[NH:4][c:5]1[cH:6][c:7]([C:8](=[O:9])[O:10][C:11]([CH3:12])([CH3:13])[CH3:14])[cH:15][cH:16][c:17]1[C:18](=[O:19])[NH2:20].[OH:21][C:22]([C:23]([F:24])([F:25])[F:26])=[O:27]>>[C:1]([CH3:2])(=[O:3])[NH:4][c:5]1[cH:6][c:7]([C:8](=[O:9])[OH:10])[cH:15][cH:16][c:17]1[C:18](=[O:19])[NH2:20]. The reactants are Fc1cc(F)c(NCc2ccccc2)nc1F, CO, CC(=O)O. Yields the product Nc1nc(F)c(F)cc1F. RXN SMILES: [CH2:3]([c:4]1[cH:5][cH:6][cH:7][cH:8][cH:9]1)[NH:10][c:11]1[n:12][c:13]([F:19])[c:14]([F:18])[cH:15][c:16]1[F:17].[CH3:1][OH:2].[CH3:20][C:21](=[O:22])[OH:23]>>[NH2:10][c:11]1[n:12][c:13]([F:19])[c:14]([F:18])[cH:15][c:16]1[F:17]. The reactants are Cc1cc([N+](=O)[O-])cnc1OCc1ccccn1, CCO, Cl, [Na+], [OH-], O, Cl[Sn]Cl. Yields the product Cc1cc(N)cnc1OCc1ccccn1. RXN SMILES: [CH3:1][c:2]1[c:3]([O:11][CH2:12][c:13]2[n:14][cH:15][cH:16][cH:17][cH:18]2)[n:4][cH:5][c:6]([N+:8]([O-:9])=[O:10])[cH:7]1.[CH3:24][CH2:25][OH:26].[ClH:27].[Na+:23].[OH-:22].[OH2:28].[Sn:19]([Cl:20])[Cl:21]>>[CH3:1][c:2]1[c:3]([O:11][CH2:12][c:13]2[n:14][cH:15][cH:16][cH:17][cH:18]2)[n:4][cH:5][c:6]([NH2:8])[cH:7]1. Starting materials: CC(C)[N-]C(C)C, COC(=O)c1c(F)cccc1C(F)(F)F, [Li+], O=C=O, C1CCOC1. Product: COC(=O)c1c(C(F)(F)F)ccc(C(=O)O)c1F. Reaction SMILES: [CH:1]([N-:2][CH:3]([CH3:4])[CH3:5])([CH3:6])[CH3:7].[F:9][c:10]1[c:11]([C:12](=[O:13])[O:14][CH3:15])[c:16]([C:20]([F:21])([F:22])[F:23])[cH:17][cH:18][cH:19]1.[Li+:8].[O:24]=[C:25]=[O:26].[O:27]1[CH2:28][CH2:29][CH2:30][CH2:31]1>>[F:9][c:10]1[c:11]([C:12](=[O:13])[O:14][CH3:15])[c:16]([C:20]([F:21])([F:22])[F:23])[cH:17][cH:18][c:19]1[C:25](=[O:24])[OH:26].